Dataset: the Open Reaction Database (ORD), a public repository of structured organic reaction records. Task: describe an organic reaction: reactants, conditions, products, and yield The reactants are O=C(O)C=Cc1cccc(Cl)c1, O=C1CCNCCN1. The product is O=C1CCN(C(=O)C=Cc2cccc(Cl)c2)CCN1. As a reaction SMILES: [Cl:1][c:2]1[cH:3][c:4]([CH:5]=[CH:6][C:7](=[O:8])[OH:9])[cH:10][cH:11][cH:12]1.[NH:13]1[CH2:14][CH2:15][NH:16][C:17](=[O:20])[CH2:18][CH2:19]1>>[Cl:1][c:2]1[cH:3][c:4]([CH:5]=[CH:6][C:7](=[O:9])[N:13]2[CH2:14][CH2:15][NH:16][C:17](=[O:20])[CH2:18][CH2:19]2)[cH:10][cH:11][cH:12]1.